Dataset: the Open Reaction Database (ORD), a public repository of structured organic reaction records. Task: describe an organic reaction: reactants, conditions, products, and yield Reactants: N1=CC=CC=C1 (pyridine), C(C)(=O)OC1=CC=C(C(=O)Cl)C=C1 (4-acetoxybenzoyl chloride), COC1=CC=C(C=C1)S (4-methoxythiophenol). Solvent: C(C)#N (acetonitrile), C(C)#N (acetonitrile). Reaction conditions: time 2 hour. Product: C(C)(=O)OC1=CC=C(C(=O)SC2=CC=C(C=C2)OC)C=C1 (S-(4-Methoxyphenyl) 4-(acetoxy)thiobenzoate). The yield is 82.2%. As a reaction SMILES: [C:1]([O:4][C:5]1[CH:13]=[CH:12][C:8]([C:9](Cl)=[O:10])=[CH:7][CH:6]=1)(=[O:3])[CH3:2].[CH3:14][O:15][C:16]1[CH:21]=[CH:20][C:19]([SH:22])=[CH:18][CH:17]=1.N1C=CC=CC=1>C(#N)C>[C:1]([O:4][C:5]1[CH:13]=[CH:12][C:8]([C:9]([S:22][C:19]2[CH:20]=[CH:21][C:16]([O:15][CH3:14])=[CH:17][CH:18]=2)=[O:10])=[CH:7][CH:6]=1)(=[O:3])[CH3:2]. Reported procedure: A solution of 4-acetoxybenzoyl chloride (7.06 g) in dry acetonitrile (15 ml) was added to a solution of 4-methoxythiophenol (5.00 g) in dry acetonitrile (60 ml), and the mixture cooled (ice-bath) and stirred whilst pyridine (2.83 ml) was added dropwise over 10 minutes. The solution was allowed to reach room temperature, stirred for a further 2 hours and the volatile solvents evaporated in vacuo. The residue was partitioned between ethyl acetate and water and the separated organic layer was washe... Starting materials: O=C([O-])[O-], CC(C)=O, Cl, [K+], [K+], O, Cc1nc2ccccc2nc1S, ClCc1ccccn1. Yields the product Cl, Cc1nc2ccccc2nc1SCc1ccccn1. RXN SMILES: [C:22](=[O:23])([O-:24])[O-:25].[CH3:28][C:29](=[O:30])[CH3:31].[ClH:13].[K+:26].[K+:27].[OH2:32].[SH:1][c:2]1[n:3][c:4]2[cH:5][cH:6][cH:7][cH:8][c:9]2[n:10][c:11]1[CH3:12].[c:14]1([CH2:20][Cl:21])[cH:15][cH:16][cH:17][cH:18][n:19]1>>[ClH:21].[S:1]([c:2]1[n:3][c:4]2[cH:5][cH:6][cH:7][cH:8][c:9]2[n:10][c:11]1[CH3:12])[CH2:20][c:14]1[cH:15][cH:16][cH:17][cH:18][n:19]1. Reactants: COC(C1=CC(=CC=C1)CBr)=O (3-bromomethyl-benzoic acid methyl ester), [H-].[Na+] (sodium hydride), oil, [N+](=O)([O-])C1=NNC=C1 (3-Nitro-1H-pyrazole). Run in CN(C=O)C (N,N-dimethylformamide), C(C)(=O)OCC (ethyl acetate). Run at temperature 0 celsius. The product is COC(C1=CC(=CC=C1)CN1N=C(C=C1)[N+](=O)[O-])=O (3-(3-nitro-pyrazol-1-ylmethyl)-benzoic acid methyl ester). Yield: 82.3%. Reaction SMILES: [N+:1]([C:4]1[CH:8]=[CH:7][NH:6][N:5]=1)([O-:3])=[O:2].[H-].[Na+].[CH3:11][O:12][C:13](=[O:22])[C:14]1[CH:19]=[CH:18][CH:17]=[C:16]([CH2:20]Br)[CH:15]=1>CN(C)C=O.C(OCC)(=O)C>[CH3:11][O:12][C:13](=[O:22])[C:14]1[CH:19]=[CH:18][CH:17]=[C:16]([CH2:20][N:6]2[CH:7]=[CH:8][C:4]([N+:1]([O-:3])=[O:2])=[N:5]2)[CH:15]=1 |f:1.2|. Reported procedure: 3-Nitro-1H-pyrazole (prepared in example 3, 1.00 g, 8.84 mmol) was dissolved in anhydrous N,N-dimethylformamide (15 mL) and a 60% dispersion of sodium hydride in mineral oil (423 mg, 10.61 mmol) was added while stirring under nitrogen. After the effervescence ceased and the reaction stirred for an additional 25 min, the reaction was chilled to 0° C. and the 3-bromomethyl-benzoic acid methyl ester (2.11 g, 9.20 mmol) was added. The reaction continued to stir under nitrogen at 0° C. for 20 min. Th... Starting materials: ClC1=NC=C(C=N1)C1=CC=C(C=C1)F (2-Chloro-5-(4-fluorophenyl)pyrimidine), N (ammonia). The solvent is CO (methanol). The product is FC1=CC=C(C=C1)C=1C=NC(=NC1)N (5-(4-Fluorophenyl)pyrimidin-2-amine). RXN SMILES: Cl[C:2]1[N:7]=[CH:6][C:5]([C:8]2[CH:13]=[CH:12][C:11]([F:14])=[CH:10][CH:9]=2)=[CH:4][N:3]=1.[NH3:15]>CO>[F:14][C:11]1[CH:12]=[CH:13][C:8]([C:5]2[CH:4]=[N:3][C:2]([NH2:15])=[N:7][CH:6]=2)=[CH:9][CH:10]=1. Reported procedure: 2-Chloro-5-(4-fluorophenyl)pyrimidine (376 mg) in 7M of ammonia in methanol (10 mL) in a sealed tube was heated at 50° C. overnight. After concentration, the product was obtained (360 g) which was used in the next reaction step without further purification. LCMS: (M+H)=190.1. Reactants: O=C(NCC=1C=CC=CC1)C=2C=CC=CC2. Reagents/catalysts: O=C(NC1=CC=CC2=C1NC(=C2C)C)C=3C=NC(=CC3)C4=NC=CC=C4, O1B(OC(C)(C)C1(C)C)B2OC(C)(C)C(O2)(C)C, C[OH2+].C[OH2+].C1CC=CCCC=C1.C1CC=CCCC=C1.[Ir].[Ir]. Solvent: O1CCCC1. Conditions: temperature 60 celsius, time 96 hour. The product is O=C(NCC=1C=CC=CC1)C=2C=CC=CC2B3OC(C)(C)C(O3)(C)C. Yield: 65.0%. Procedure: Isolated by chromatography using deactivated silica gel and ethyl acetate and petroleum ether (10:1 to 1:1) as the eluent. Reactants: C1=C(C=CC2=CC=CC=C12)S(=O)(=O)Cl (2-naphthylsulphonyl chloride), NCCCCCC(=O)O (6-aminocaproic acid). The solvent is [OH-].[Na+] (sodium hydroxide), [OH-].[Na+] (sodium hydroxide). Reaction conditions: time 24 hour. Yields the product C1=C(C=CC2=CC=CC=C12)S(=O)(=O)NCCCCCC(=O)O (6-[(2-Naphthylsulphonyl)amino]hexanoic acid). Reaction SMILES: [CH:1]1[C:10]2[C:5](=[CH:6][CH:7]=[CH:8][CH:9]=2)[CH:4]=[CH:3][C:2]=1[S:11](Cl)(=[O:13])=[O:12].[NH2:15][CH2:16][CH2:17][CH2:18][CH2:19][CH2:20][C:21]([OH:23])=[O:22]>[OH-].[Na+]>[CH:1]1[C:10]2[C:5](=[CH:6][CH:7]=[CH:8][CH:9]=2)[CH:4]=[CH:3][C:2]=1[S:11]([NH:15][CH2:16][CH2:17][CH2:18][CH2:19][CH2:20][C:21]([OH:23])=[O:22])(=[O:13])=[O:12] |f:2.3|. Reported procedure: 30.5 mmol (6.42 g) of 2-naphthylsulphonyl chloride and 15 ml of 4M aqueous sodium hydroxide are added in succession to a solution of 15.2 mmol (2 g) of 6-aminocaproic acid in 15 ml of 4M aqueous sodium hydroxide. The reaction mixture is stirred at room temperature for 24 hours. The solution is then rendered acidic to pH=2 with concentrated hydrochloric acid, and extracted with dichloromethane. The organic phase is dried over sodium sulphate and concentrated, and the resulting residue is recrysta... Reactants: C(C)(C)(C)[C@@H]1NC(O[C@H]2[C@H](CCCCCC=3C(=NC=4C=CC=CC4C3C=O)O[C@@H]3C[C@H](N(C1=O)C3)C(=O)OC)C2)=O (methyl (1aR,5S,8S,10R,22aR)-5-tert-butyl-17-formyl-3,6-dioxo-1,1a,3,4,5,6,9,10,18,19,20,21,22,22a-tetradecahydro-8H-7,10-methanocyclopropa[18,19][1,10,3,6]dioxadiazacyclononadecino[11,12-b]quinoline-8-carboxylate), N1CCOCC1 (morpholine), C(C)(=O)O (acetic acid), C(C)(=O)O[BH-](OC(C)=O)OC(C)=O.[Na+] (sodium triacetoxyborohydride). Solvent: C(Cl)Cl (CH2Cl2). Reaction conditions: time 30 minute. Product: C(C)(C)(C)[C@@H]1NC(O[C@H]2[C@H](CCCCCC=3C(=NC=4C=CC=CC4C3CN3CCOCC3)O[C@@H]3C[C@H](N(C1=O)C3)C(=O)OC)C2)=O (methyl (1aR,5S,8S,10R,22aR)-5-tert-butyl-17-(morpholinomethyl)-3,6-dioxo-1,1a,3,4,5,6,9,10,18,19,20,21,22,22a-tetradecahydro-8H-7,10-methanocyclopropa[18,19][1,10,3,6]dioxadiazacyclononadecino[11,12-b]quinoline-8-carboxylate). RXN SMILES: [C:1]([C@H:5]1[C:33](=[O:34])[N:32]2[CH2:35][C@@H:29]([CH2:30][C@H:31]2[C:36]([O:38][CH3:39])=[O:37])[O:28][C:17]2=[N:18][C:19]3[CH:20]=[CH:21][CH:22]=[CH:23][C:24]=3[C:25]([CH:26]=O)=[C:16]2[CH2:15][CH2:14][CH2:13][CH2:12][CH2:11][C@@H:10]2[CH2:40][C@H:9]2[O:8][C:7](=[O:41])[NH:6]1)([CH3:4])([CH3:3])[CH3:2].[NH:42]1[CH2:47][CH2:46][O:45][CH2:44][CH2:43]1.C(O)(=O)C.C(O[BH-](OC(=O)C)OC(=O)C)(=O)C.[Na+]>C(Cl)Cl>[C:1]([C@H:5]1[C:33](=[O:34])[N:32]2[CH2:35][C@@H:29]([CH2:30][C@H:31]2[C:36]([O:38][CH3:39])=[O:37])[O:28][C:17]2=[N:18][C:19]3[CH:20]=[CH:21][CH:22]=[CH:23][C:24]=3[C:25]([CH2:26][N:42]3[CH2:47][CH2:46][O:45][CH2:44][CH2:43]3)=[C:16]2[CH2:15][CH2:14][CH2:13][CH2:12][CH2:11][C@@H:10]2[CH2:40][C@H:9]2[O:8][C:7](=[O:41])[NH:6]1)([CH3:4])([CH3:2])[CH3:3] |f:3.4|. Procedure details: To a solution of the product from Step 2 (34 mg, 0.060 mmol) in CH2Cl2 (3 ml) was added morpholine (0.016 ml, 0.180 mmol) and acetic acid (10.32 μl, 0.180 mmol) followed by sodium triacetoxyborohydride (38.2 mg, 0.180 mmol). The reaction was complete in 30 minutes at which stage it was quenched with water and extracted with dichloromethane. Purification by PTLC (40% EtOAc/hexane) provided the desired compound.